This data is from the Open Reaction Database (ORD), a public repository of structured organic reaction records. The task is: describe an organic reaction: reactants, conditions, products, and yield Yields the product NC1=NC=2C=C(C=CC2C2=C1N=C(N2CC(C)(C)NC(C)=O)COCC)O (N-[2-(4-amino-2-ethoxymethyl-7-hydroxy-1H-imidazo[4,5-c]quinolin-1-yl)-1,1-dimethylethyl]acetamide). The reactants are NC1=NC=2C=C(C=CC2C2=C1N=C(N2CC(C)(C)NC(C)=O)COCC)OCC2=CC=CC=C2 (N-[2-(4-Amino-7-benzyloxy-2-ethoxymethyl-1H-imidazo[4,5-c]quinolin-1-yl)-1,1-dimethylethyl]acetamide), [H][H] (hydrogen). Isolated yield 39.7%. The reagents and catalysts are [Pd] (Palladium on carbon). Reaction SMILES: [NH2:1][C:2]1[C:11]2[N:12]=[C:13]([CH2:23][O:24][CH2:25][CH3:26])[N:14]([CH2:15][C:16]([NH:19][C:20](=[O:22])[CH3:21])([CH3:18])[CH3:17])[C:10]=2[C:9]2[CH:8]=[CH:7][C:6]([O:27]CC3C=CC=CC=3)=[CH:5][C:4]=2[N:3]=1.[H][H]>C(O)C.[Pd]>[NH2:1][C:2]1[C:11]2[N:12]=[C:13]([CH2:23][O:24][CH2:25][CH3:26])[N:14]([CH2:15][C:16]([NH:19][C:20](=[O:22])[CH3:21])([CH3:18])[CH3:17])[C:10]=2[C:9]2[CH:8]=[CH:7][C:6]([OH:27])=[CH:5][C:4]=2[N:3]=1. Reported procedure: N-[2-(4-Amino-7-benzyloxy-2-ethoxymethyl-1H-imidazo[4,5-c]quinolin-1-yl)-1,1-dimethylethyl]acetamide (0.72 g, 1.56 mmol) was dissolved in 200 mL of warm ethanol. 10% Palladium on carbon (0.33 g) was added and the mixture was shaken overnight under 50 psi (3.4×105 Pa) of hydrogen. The reaction was filtered through CELITE filter agent, and the filtrate was removed under reduced pressure. The resulting brown solid was purified by flash column chromatography on silica gel, eluting with 14% methanol ... Solvent: C(C)O (ethanol).